From a dataset of the Open Reaction Database (ORD), a public repository of structured organic reaction records. describe an organic reaction: reactants, conditions, products, and yield Reactants: Cl.CN1C=CC2=C1N=C(N=C2C=2C=NC(=C(C2)C(F)(F)F)OCCC2CNCCC2)C#N (7-methyl-4-{6-[2-(piperidin-3-yl)ethoxy]-5-(trifluoromethyl)pyridin-3-yl}-7H-pyrrolo[2,3-d]pyrimidine-2-carbonitrile monohydrochloride), C(=O)(O)[O-].[Na+] (NaHCO3), C(C)(=O)O[BH-](OC(C)=O)OC(C)=O.[Na+] (sodium triacetoxyborohydride), C(C)=O (acetaldehyde). Solvent: ClC(C)Cl (dichloroethane), C(C)N(CC)CC (Triethylamine), C(C)(=O)O (acetic acid), CCOC(=O)C (EtOAc). Conditions: time 20 minute. Yields the product Cl.C(C)N1CC(CCC1)CCOC1=C(C=C(C=N1)C=1C2=C(N=C(N1)C#N)N(C=C2)C)C(F)(F)F (4-{6-[2-(1-ethylpiperidin-3-yl)ethoxy]-5-(trifluoromethyl)pyridin-3-yl}-7-methyl-7H-pyrrolo[2,3-d]pyrimidine-2-carbonitrile monohydrochloride). Yield: 86.8%. As a reaction SMILES: [ClH:1].[CH3:2][N:3]1[C:7]2[N:8]=[C:9]([C:31]#[N:32])[N:10]=[C:11]([C:12]3[CH:13]=[N:14][C:15]([O:22][CH2:23][CH2:24][CH:25]4[CH2:30][CH2:29][CH2:28][NH:27][CH2:26]4)=[C:16]([C:18]([F:21])([F:20])[F:19])[CH:17]=3)[C:6]=2[CH:5]=[CH:4]1.[C:33](O[BH-](OC(=O)C)OC(=O)C)(=O)[CH3:34].[Na+].C(=O)C.C([O-])(O)=O.[Na+]>ClC(Cl)C.CCOC(C)=O.C(O)(=O)C.C(N(CC)CC)C>[ClH:1].[CH2:33]([N:27]1[CH2:28][CH2:29][CH2:30][CH:25]([CH2:24][CH2:23][O:22][C:15]2[N:14]=[CH:13][C:12]([C:11]3[C:6]4[CH:5]=[CH:4][N:3]([CH3:2])[C:7]=4[N:8]=[C:9]([C:31]#[N:32])[N:10]=3)=[CH:17][C:16]=2[C:18]([F:20])([F:21])[F:19])[CH2:26]1)[CH3:34] |f:0.1,2.3,5.6,11.12|. Reported procedure: Triethylamine (90 μL) was added to a solution of 7-methyl-4-{6-[2-(piperidin-3-yl)ethoxy]-5-(trifluoromethyl)pyridin-3-yl}-7H-pyrrolo[2,3-d]pyrimidine-2-carbonitrile monohydrochloride (100 mg) in dichloroethane (2 mL) at room temperature, and the mixture was stirred at the same temperature for 20 minutes. After mixture was ice-cooled, acetic acid (61 μL), sodium triacetoxyborohydride (91 mg), and acetaldehyde (36 μL) were added thereto, and the mixture was stirred for 1 hour under ice-cooling. A... As a reaction SMILES: [C:1]([CH3:2])([CH3:3])([CH3:4])[O:5][C:6](=[O:7])[NH:8][CH:9]1[CH2:10][CH2:11][CH2:12][CH2:13][CH2:14][CH:15]=[CH:16][CH:17]2[CH2:18][C:19]2([C:41](=[O:42])[OH:43])[NH:20][C:21](=[O:40])[CH:22]2[CH2:23][CH:24]([O:29][c:30]3[n:31][cH:32][cH:33][c:34]4[cH:35][cH:36][cH:37][cH:38][c:39]34)[CH2:25][N:26]2[C:27]1=[O:28].[C:44]([n:45]1[cH:46][cH:47][n:48][cH:49]1)([n:50]1[cH:51][cH:52][n:53][cH:54]1)=[O:55].[CH2:63]1[CH2:64][CH2:65][C:66]2=[N:71][CH2:70][CH2:69][CH2:68][N:67]2[CH2:72][CH2:73]1.[CH2:74]1[O:75][CH2:76][CH2:77][CH2:78]1.[CH2:81]([Cl:82])[Cl:83].[CH3:79][OH:80].[CH:56]([CH3:57])([CH3:58])[S:59](=[O:60])(=[O:61])[NH2:62]>>[C:1]([CH3:2])([CH3:3])([CH3:4])[O:5][C:6](=[O:7])[NH:8][CH:9]1[CH2:10][CH2:11][CH2:12][CH2:13][CH2:14][CH:15]=[CH:16][CH:17]2[CH2:18][C:19]2([C:41](=[O:42])[NH:62][S:59]([CH:56]([CH3:57])[CH3:58])(=[O:60])=[O:61])[NH:20][C:21](=[O:40])[CH:22]2[CH2:23][CH:24]([O:29][c:30]3[n:31][cH:32][cH:33][c:34]4[cH:35][cH:36][cH:37][cH:38][c:39]34)[CH2:25][N:26]2[C:27]1=[O:28]. Reactants: CC(C)(C)OC(=O)NC1CCCCCC=CC2CC2(C(=O)O)NC(=O)C2CC(Oc3nccc4ccccc34)CN2C1=O, O=C(n1ccnc1)n1ccnc1, C1CCC2=NCCCN2CC1, C1CCOC1, ClCCl, CO, CC(C)S(N)(=O)=O. Product: CC(C)S(=O)(=O)NC(=O)C12CC1C=CCCCCCC(NC(=O)OC(C)(C)C)C(=O)N1CC(Oc3nccc4ccccc34)CC1C(=O)N2. The reactants are CS(=O)(=O)Cl (Methane sulfonyl chloride), FC1=CC=C(C=C1)C1=[N+](C(=CC=C1C(=O)OC)C)[O-] (2-(4-fluorophenyl)-3-(methoxycarbonyl)-6-methylpyridine-1-oxide). The solvent is C1(=CC=CC=C1)C (toluene). Yields the product FC1=CC=C(C=C1)C1=NC(=CC=C1C(=O)OC)CCl (methyl 2-(4-fluorophenyl)-6-chloromethylpyridin-3-carboxylate). As a reaction SMILES: CS([Cl:5])(=O)=O.[F:6][C:7]1[CH:12]=[CH:11][C:10]([C:13]2[C:18]([C:19]([O:21][CH3:22])=[O:20])=[CH:17][CH:16]=[C:15]([CH3:23])[N+:14]=2[O-])=[CH:9][CH:8]=1>C1(C)C=CC=CC=1>[F:6][C:7]1[CH:12]=[CH:11][C:10]([C:13]2[C:18]([C:19]([O:21][CH3:22])=[O:20])=[CH:17][CH:16]=[C:15]([CH2:23][Cl:5])[N:14]=2)=[CH:9][CH:8]=1. Procedure: Methane sulfonyl chloride (7.11 ml) was added to a stirred solution of 2-(4-fluorophenyl)-3-(methoxycarbonyl)-6-methylpyridine-1-oxide (12.0 g) in toluene (300 ml) and the mixture heated at reflux under an inert atmosphere for 16 hours. The solution was partially concentrated under reduced pressure and then applied directly to a silica flash column and eluted with ethyl acetate/iso-hexane (1:5) to give methyl 2-(4-fluorophenyl)-6-chloromethylpyridin-3-carboxylate as a white crystalline solid (13... Reaction conditions: temperature 60 celsius. Reactants: C(C1=CC=CC=C1)O[C@H]1[C@@H](O[C@@H]([C@H]1O)CBr)N1C(=O)NC(=O)C=C1 (2'-O-Benzyl-5'-bromo-5'-deoxyuridine), [N-]=[N+]=[N-].[Na+] (sodium azide). Run in CN(C)C=O (DMF). Isolated yield 38.6%. Procedure details: 2'-O-Benzyl-5'-bromo-5'-deoxyuridine (4.3 g) was dissolved in DMF (86 ml) and sodium azide (7 g) added. The mixture was stirred and heated at 60° C. for 45 mins. After cooling and decanting from unreacted sodium azide the DMF was evaporated to dryness. The residue was dissolved in ethyl acetate and washed twice with water, dried and evaporated to dryness. The residue was chromatographed on Merck silica gel (Art. 9385). Elution with 10% methanol in toluene gave 1.5 g of pure 5'-azido-2'-O-benzyl-... As a reaction SMILES: [CH2:1]([O:8][C@@H:9]1[C@H:13]([OH:14])[C@@H:12]([CH2:15]Br)[O:11][C@H:10]1[N:17]1[CH:24]=[CH:23][C:21](=[O:22])[NH:20][C:18]1=[O:19])[C:2]1[CH:7]=[CH:6][CH:5]=[CH:4][CH:3]=1.[N-:25]=[N+:26]=[N-:27].[Na+]>CN(C=O)C>[N:25]([CH2:15][C@H:12]1[O:11][C@@H:10]([N:17]2[CH:24]=[CH:23][C:21](=[O:22])[NH:20][C:18]2=[O:19])[C@H:9]([O:8][CH2:1][C:2]2[CH:7]=[CH:6][CH:5]=[CH:4][CH:3]=2)[C@@H:13]1[OH:14])=[N+:26]=[N-:27] |f:1.2|. Product: N(=[N+]=[N-])C[C@@H]1[C@H]([C@H]([C@@H](O1)N1C(=O)NC(=O)C=C1)OCC1=CC=CC=C1)O (5'-azido-2'-O-benzyl-5'-deoxyuridine). Starting materials: ClC1=C(C=O)C=C(C=C1Cl)Cl (2,3,5-trichlorobenzaldehyde), [BH4-].[Na+] (NaBH4). Solvent: C(C)O (ethanol). Reaction conditions: time 3.5 hour. Yields the product ClC1=C(CO)C=C(C=C1Cl)Cl (2,3,5-trichlorobenzylalcohol). RXN SMILES: [Cl:1][C:2]1[C:9]([Cl:10])=[CH:8][C:7]([Cl:11])=[CH:6][C:3]=1[CH:4]=[O:5].[BH4-].[Na+]>C(O)C>[Cl:1][C:2]1[C:9]([Cl:10])=[CH:8][C:7]([Cl:11])=[CH:6][C:3]=1[CH2:4][OH:5] |f:1.2|. Procedure: To a solution of 2,3,5-trichlorobenzaldehyde (Aldrich, 50 gms) in ethanol (1.0L) at room temperature was added NaBH4 (7.00 gms) and the resulting mixture stirred for 3.5 hours. The reaction was quenched with water, and the solvent evaporated in vacuo before partitioning the residue between CHCl3 and saturated NaHCO3 solution. The organic phase was washed with brine, dried over MgSO4, filtered and the solvent evaporated in vacuo to leave a white solid. 43.00 gms, mp. 90°-93° C. The reactants are COC(=O)CBr, Oc1c(Br)cc(-c2c3ccccc3c(Br)c3oc4ccccc4c23)cc1Br, O=C([O-])[O-], CN(C)C=O, [K+], [K+], O. Product: COC(=O)COc1c(Br)cc(-c2c3ccccc3c(Br)c3oc4ccccc4c23)cc1Br. As a reaction SMILES: [Br:1][CH2:2][C:3](=[O:4])[O:5][CH3:6].[Br:7][c:8]1[c:9]([OH:33])[c:10]([Br:32])[cH:11][c:12](-[c:14]2[c:15]3[cH:16][cH:17][cH:18][cH:19][c:20]3[c:21]([Br:31])[c:22]3[c:23]2[c:24]2[c:25]([o:26]3)[cH:27][cH:28][cH:29][cH:30]2)[cH:13]1.[C:34](=[O:35])([O-:36])[O-:37].[CH3:40][N:41]([CH3:42])[CH:43]=[O:44].[K+:38].[K+:39].[OH2:45]>>[CH2:2]([C:3](=[O:4])[O:5][CH3:6])[O:33][c:9]1[c:8]([Br:7])[cH:13][c:12](-[c:14]2[c:15]3[cH:16][cH:17][cH:18][cH:19][c:20]3[c:21]([Br:31])[c:22]3[c:23]2[c:24]2[c:25]([o:26]3)[cH:27][cH:28][cH:29][cH:30]2)[cH:11][c:10]1[Br:32]. Reactants: FC(C(=O)O)(F)F.C(C)C(CC)NC1=C2N=CN(C2=NC(=N1)N1C[C@@H](CC1)NC(=O)N[C@H]1CNCC1)[C@H]1[C@@H]([C@@H]([C@H](C1)NC(CC)=O)O)O (N-((1S,2R,3S,4R)-4-{6-(1-ethyl-propylamino)-2-[(R)-3-((R)-3-pyrrolidin-3-ylureido)-pyrrolidin-1-yl]-purin-9-yl}-2,3-dihydroxy-cyclopentyl)-propionamide trifluoroacetate), ClC1=NC(=C2N=CN(C2=N1)[C@H]1[C@@H]([C@@H]([C@H](C1)NC(=O)C1CCC1)O)O)NCC(C1=CC=CC=C1)C1=CC=CC=C1 (cyclobutanecarboxylic acid {(1S,2R,3S,4R)-4-[2-chloro-6-(2,2-diphenyl-ethylamino)-purin-9-yl]-2,3-dihydroxy-cyclopentyl}-amide). Product: C1(=CC=CC=C1)C(CNC1=C2N=CN(C2=NC(=N1)N1C[C@@H](CC1)NC(=O)N[C@H]1CNCC1)[C@H]1[C@@H]([C@@H]([C@H](C1)NC(=O)C1CCC1)O)O)C1=CC=CC=C1 (Cyclobutanecarboxylic acid ((1S,2R,3S,4R)-4-{6-(2,2-diphenyl-ethylamino)-2-[(R)-3-((R)-3-pyrrolidin-3-ylureido)-pyrrolidin-1-yl]-purin-9-yl}-2,3-dihydroxy-cyclopentyl)-amide). RXN SMILES: F[C:2](F)(F)[C:3](O)=O.C(C([NH:13][C:14]1[N:22]=[C:21]([N:23]2[CH2:27][CH2:26][C@@H:25]([NH:28][C:29]([NH:31][C@@H:32]3[CH2:36][CH2:35][NH:34][CH2:33]3)=[O:30])[CH2:24]2)[N:20]=[C:19]2[C:15]=1[N:16]=[CH:17][N:18]2[C@@H:37]1[CH2:41][C@H:40]([NH:42][C:43](=[O:46])[CH2:44][CH3:45])[C@@H:39]([OH:47])[C@H:38]1[OH:48])CC)C.ClC1N=C2C(N=CN2[C@@H]2C[C@H](NC(C3CCC3)=O)[C@@H](O)[C@H]2O)=C(N[CH2:74][CH:75]([C:82]2[CH:87]=[CH:86][CH:85]=[CH:84][CH:83]=2)[C:76]2[CH:81]=[CH:80][CH:79]=[CH:78][CH:77]=2)N=1>>[C:76]1([CH:75]([C:82]2[CH:83]=[CH:84][CH:85]=[CH:86][CH:87]=2)[CH2:74][NH:13][C:14]2[N:22]=[C:21]([N:23]3[CH2:27][CH2:26][C@@H:25]([NH:28][C:29]([NH:31][C@@H:32]4[CH2:36][CH2:35][NH:34][CH2:33]4)=[O:30])[CH2:24]3)[N:20]=[C:19]3[C:15]=2[N:16]=[CH:17][N:18]3[C@@H:37]2[CH2:41][C@H:40]([NH:42][C:43]([CH:44]3[CH2:3][CH2:2][CH2:45]3)=[O:46])[C@@H:39]([OH:47])[C@H:38]2[OH:48])[CH:81]=[CH:80][CH:79]=[CH:78][CH:77]=1 |f:0.1|. Procedure: This compound is prepared analogously to N-((1S,2R,3S,4R)-4-{6-(1-ethyl-propylamino)-2-[(R)-3-((R)-3-pyrrolidin-3-ylureido)-pyrrolidin-1-yl]-purin-9-yl}-2,3-dihydroxy-cyclopentyl)-propionamide trifluoroacetate (Example 54) by replacing N-{(1S,2R,3S,4R)-4-[2-chloro-6-(1-ethyl-propylamino)-purin-9-yl]-2,3-dihydroxy-cyclopentyl}-propionamide (Example 14) with cyclobutanecarboxylic acid {(1S,2R,3S,4R)-4-[2-chloro-6-(2,2-diphenyl-ethylamino)-purin-9-yl]-2,3-dihydroxy-cyclopentyl}-amide (an intermedia...